Dataset: the Open Reaction Database (ORD), a public repository of structured organic reaction records. Task: describe an organic reaction: reactants, conditions, products, and yield The reactants are CC(C)(C)c1ccccc1O, CO, ClC(Cl)Cl, Cl, [Na+], [OH-], O. Yields the product CC(C)(C)c1cc(C=O)ccc1O. Reaction SMILES: [C:7]([CH3:8])([CH3:9])([CH3:10])[c:11]1[c:12]([OH:17])[cH:13][cH:14][cH:15][cH:16]1.[CH3:20][OH:21].[CH:1]([Cl:2])([Cl:3])[Cl:4].[ClH:18].[Na+:6].[OH-:5].[OH2:19]>>[CH:1](=[O:5])[c:15]1[cH:14][cH:13][c:12]([OH:17])[c:11]([C:7]([CH3:8])([CH3:9])[CH3:10])[cH:16]1. Reactants: OS(=O)(=O)O (H2SO4), IC=1C=C(N)C=CC1C (3-iodo-4-methylaniline), ice, SiO2, ice, N(=O)[O-].[Na+] (NaNO2), ice, C(Cl)Cl (CH2Cl2), OS(=O)(=O)O (H2SO4). The solvent is O (water), O (water), hexanes, CCOC(=O)C (EtOAc), CCOC(=O)C (EtOAc), O (water). Yields the product IC=1C=C(C=CC1C)O (3-Iodo-4-methylphenol). RXN SMILES: OS(O)(=O)=O.[I:6][C:7]1[CH:8]=[C:9]([CH:11]=[CH:12][C:13]=1[CH3:14])N.N([O-])=[O:16].[Na+].C(Cl)Cl>O.CCOC(C)=O>[I:6][C:7]1[CH:8]=[C:9]([OH:16])[CH:11]=[CH:12][C:13]=1[CH3:14] |f:2.3|. Procedure details: A mixture of 8 mL of concentrated H2SO4, 12 mL of water, 3-iodo-4-methylaniline (5.00 g, 21.5 mmol) and 20 g of ice was stirred under ice-bath cooling until a paste resulted. To this paste was added slowly an ice-cold solution of NaNO2 (1.55 g, 22.4 mmol) in 3.5 mL of water and the resulting mixture stirred for 20 minutes while maintaining the temperature at <5° C. The resulting suspension was slowly added to a mixture of 26 mL of concentrated H2SO4 and 24 mL of water preheated to 80° C. This mi... The reactants are [N-]=[N+]=NCC(=O)c1ccccc1, C1CCOC1, CN1C(=S)Cc2ccccc21, Cl, [H-], [Na+]. Product: CN1C(=S)C(C(=O)c2ccccc2)c2ccccc21. RXN SMILES: [CH2:14]([C:15](=[O:16])[c:17]1[cH:18][cH:19][cH:20][cH:21][cH:22]1)[N:23]=[N+:24]=[N-:25].[CH2:27]1[O:28][CH2:29][CH2:30][CH2:31]1.[CH3:1][N:2]1[C:3](=[S:11])[CH2:4][c:5]2[cH:6][cH:7][cH:8][cH:9][c:10]21.[ClH:26].[H-:13].[Na+:12]>>[CH3:1][N:2]1[C:3](=[S:11])[CH:4]([C:15](=[O:16])[c:17]2[cH:18][cH:19][cH:20][cH:21][cH:22]2)[c:5]2[cH:6][cH:7][cH:8][cH:9][c:10]21. Starting materials: Cl, NCCCCCC(=O)O, [Na+], [OH-], O=S(=O)(Cl)c1ccccc1. Yields the product O=C(O)CCCCCNS(=O)(=O)c1ccccc1. RXN SMILES: [ClH:20].[NH2:11][CH2:12][CH2:13][CH2:14][CH2:15][CH2:16][C:17](=[O:18])[OH:19].[Na+:22].[OH-:21].[c:1]1([S:7](=[O:8])(=[O:9])[Cl:10])[cH:2][cH:3][cH:4][cH:5][cH:6]1>>[c:1]1([S:7](=[O:8])(=[O:9])[NH:11][CH2:12][CH2:13][CH2:14][CH2:15][CH2:16][C:17](=[O:18])[OH:19])[cH:2][cH:3][cH:4][cH:5][cH:6]1. Starting materials: O (Water), C(C)(C)[N-]C(C)C.[Li+] (Lithium diisopropylamide), O=C1N(C=2CCCC(C2[C@H](N1)C1=C(C=C(C#N)C=C1)S(=O)(=O)C)=O)C1=CC(=CC=C1)C(F)(F)F ((S)-4-(2,5-dioxo-1-(3-(trifluoromethyl)phenyl)-1,2,3,4,5,6,7,8-octahydroquinazolin-4-yl)-3-(methylsulfonyl)benzonitrile), CI (Methyl iodide). Run in CN(C=O)C (N,N-dimethylformamide). Reaction conditions: time 1 hour. Product: CN1C(N(C=2CCCC(C2[C@H]1C1=C(C=C(C#N)C=C1)S(=O)(=O)C)=O)C1=CC(=CC=C1)C(F)(F)F)=O ((S)-4-(3-Methyl-2,5-dioxo-1-(3-(trifluoromethyl)phenyl)-1,2,3,4,5,6,7,8-octahydroquinazolin-4-yl)-3-(methylsulfonyl)benzonitrile). RXN SMILES: [CH:1]([N-]C(C)C)(C)C.[Li+].[O:9]=[C:10]1[NH:19][C@H:18]([C:20]2[CH:27]=[CH:26][C:23]([C:24]#[N:25])=[CH:22][C:21]=2[S:28]([CH3:31])(=[O:30])=[O:29])[C:17]2[C:16](=[O:32])[CH2:15][CH2:14][CH2:13][C:12]=2[N:11]1[C:33]1[CH:38]=[CH:37][CH:36]=[C:35]([C:39]([F:42])([F:41])[F:40])[CH:34]=1.CI.O>CN(C)C=O>[CH3:1][N:19]1[C@H:18]([C:20]2[CH:27]=[CH:26][C:23]([C:24]#[N:25])=[CH:22][C:21]=2[S:28]([CH3:31])(=[O:30])=[O:29])[C:17]2[C:16](=[O:32])[CH2:15][CH2:14][CH2:13][C:12]=2[N:11]([C:33]2[CH:38]=[CH:37][CH:36]=[C:35]([C:39]([F:41])([F:42])[F:40])[CH:34]=2)[C:10]1=[O:9] |f:0.1|. Procedure details: Lithium diisopropylamide (1.8 M in tetrahydrofuran, 62 μL, 0.11 mmol) is added to a solution of (S)-4-(2,5-dioxo-1-(3-(trifluoromethyl)phenyl)-1,2,3,4,5,6,7,8-octahydroquinazolin-4-yl)-3-(methylsulfonyl)benzonitrile (example 18A, 50 mg, 0.10 mmol) in N,N-dimethylformamide (1 mL). Methyl iodide (8 μL, 0.13 mmol) is added and the mixture is stirred for 1 h. Water is added and the mixture is purified by reversed phase HPLC (Agilent ZORBAX™ SB-C18, gradient of acetonitrile in water, 0.15% formic aci... Reactants: CC(=O)N1CCN(c2cc(Cl)ccc2C(=O)N2CCN(c3ncc(C4CC4)cc3C)CC2)C1=O, O=C1NCCO1. The product is CC(=O)N1CCN(c2cc(N3CCOC3=O)ccc2C(=O)N2CCN(c3ncc(C4CC4)cc3C)CC2)C1=O. As a reaction SMILES: [C:1]([CH3:2])(=[O:3])[N:4]1[C:5](=[O:34])[N:6]([c:9]2[c:10]([C:16](=[O:17])[N:18]3[CH2:19][CH2:20][N:21]([c:24]4[n:25][cH:26][c:27]([CH:31]5[CH2:32][CH2:33]5)[cH:28][c:29]4[CH3:30])[CH2:22][CH2:23]3)[cH:11][cH:12][c:13]([Cl:15])[cH:14]2)[CH2:7][CH2:8]1.[O:35]1[C:36](=[O:40])[NH:37][CH2:38][CH2:39]1>>[C:1]([CH3:2])(=[O:3])[N:4]1[C:5](=[O:34])[N:6]([c:9]2[c:10]([C:16](=[O:17])[N:18]3[CH2:19][CH2:20][N:21]([c:24]4[n:25][cH:26][c:27]([CH:31]5[CH2:32][CH2:33]5)[cH:28][c:29]4[CH3:30])[CH2:22][CH2:23]3)[cH:11][cH:12][c:13]([N:37]3[C:36](=[O:40])[O:35][CH2:39][CH2:38]3)[cH:14]2)[CH2:7][CH2:8]1. Procedure details: In 26 ml of dry DMF was suspended 1.569 g of compound (4) and 1.187 ml of triethylamine was dropwise added slowly to the suspension at -15° to -10° C. After stirring the mixture at the same temperature for 30 minutes, insoluble matters were filtered off under cooling to obtain a clear filtrate. The filtrate was cooled to -10° C. and, a solution of 657.8 mg of compound (17) and 667 mg of HOBT in 20 ml of dry DMF was dropwise added gradually to the filtrate. Then, 861 mg of DCC was added thereto. ... Reaction conditions: temperature -10 celsius, time 30 minute. Yields the product O.N (ammonia water), OCN1[C@@H](CC1=O)C(=O)N[C@@H](CC1=CNC=N1)C(=O)N1[C@H](C(=O)N)CCC1 (Nα -[(S)-1-hydroxymethyl-4-oxo-2-azetidinylcarbonyl]-L-histidyl-L-prolinamide). Reaction SMILES: Br.Br.[NH2:3][C@H:4]([C:11]([N:13]1[CH2:20][CH2:19][CH2:18][C@H:14]1[C:15]([NH2:17])=[O:16])=[O:12])[CH2:5][C:6]1[N:10]=[CH:9][NH:8][CH:7]=1.C([O:23][CH2:24][N:25]1[C:28](=[O:29])[CH2:27][C@H:26]1[C:30](O)=[O:31])=O.C1C=CC2N(O)N=NC=2C=1.C1CCC(N=C=NC2CCCCC2)CC1>CN(C=O)C.C(N(CC)CC)C>[OH2:12].[NH3:3].[OH:23][CH2:24][N:25]1[C:28](=[O:29])[CH2:27][C@H:26]1[C:30]([NH:3][C@H:4]([C:11]([N:13]1[CH2:20][CH2:19][CH2:18][C@H:14]1[C:15]([NH2:17])=[O:16])=[O:12])[CH2:5][C:6]1[N:10]=[CH:9][NH:8][CH:7]=1)=[O:31] |f:0.1.2,8.9|. The reactants are C(=O)OCN1[C@@H](CC1=O)C(=O)O ((S)-1-formyloxymethyl-4-oxo-2-azetidinecarboxylic acid), C=1C=CC2=C(C1)N=NN2O (HOBT), C1CCC(CC1)N=C=NC2CCCCC2 (DCC), Br.Br.N[C@@H](CC1=CNC=N1)C(=O)N1[C@H](C(=O)N)CCC1 (L-histidyl-L-prolinamide dihydrobromide). Yield: 116.9%. Solvent: CN(C)C=O (DMF), C(C)N(CC)CC (triethylamine), CN(C)C=O (DMF). Reactants: [Si](C)(C)(C(C)(C)C)OCC1(CCC1)CN1C(C2=CC=C(C=C2C(=C1)CN1CCN(CC1)C(=O)OC(C)(C)C)C1=C(C(=CC(=C1)C(NC1CC1)=O)F)C)=O (tert-butyl 4-[(2-{[1-({[tert-butyl(dimethyl)silyl]oxy}methyl)cyclobutyl]methyl}-6-[5-(cyclopropylcarbamoyl)-3-fluoro-2-methylphenyl]-1-oxo-1,2-dihydroisoquinolin-4-yl)methyl]piperazine-1-carboxylate), [Si](C)(C)(C(C)(C)C)OCC1(CCC1)CN1C(C2=CC=C(C=C2C(=C1)CN1CCN(CC1)C(=O)OC(C)(C)C)C1=C(C(=CC(=C1)C(NC1CC1)=O)F)C)=O (tert-butyl 4-[(2-{[1-({[tert-butyl(dimethyl)silyl]oxy}methyl)cyclobutyl]methyl}-6-[5-(cyclopropylcarbamoyl)-3-fluoro-2-methylphenyl]-1-oxo-1,2-dihydroisoquinolin-4-yl)methyl]piperazine-1-carboxylate), FC(C(=O)O)(F)F (Trifluoroacetic Acid). The solvent is C(Cl)Cl (DCM). Conditions: time 30 minute. Yields the product C1(CC1)NC(C1=CC(=C(C(=C1)C=1C=C2C(=CN(C(C2=CC1)=O)CC1(CCC1)CO)CN1CCNCC1)C)F)=O (N-Cyclopropyl-3-fluoro-5-[2-{[1-(hydroxymethyl)cyclobutyl]methyl}-1-oxo-4-(piperazin-1-ylmethyl)-1,2-dihydroisoquinolin-6-yl]-4-methylbenzamide). Yield: 31.2%. Reaction SMILES: FC(F)(F)C(O)=O.[Si]([O:15][CH2:16][C:17]1([CH2:21][N:22]2[CH:31]=[C:30]([CH2:32][N:33]3[CH2:38][CH2:37][N:36](C(OC(C)(C)C)=O)[CH2:35][CH2:34]3)[C:29]3[C:24](=[CH:25][CH:26]=[C:27]([C:46]4[CH:51]=[C:50]([C:52](=[O:57])[NH:53][CH:54]5[CH2:56][CH2:55]5)[CH:49]=[C:48]([F:58])[C:47]=4[CH3:59])[CH:28]=3)[C:23]2=[O:60])[CH2:20][CH2:19][CH2:18]1)(C(C)(C)C)(C)C>C(Cl)Cl>[CH:54]1([NH:53][C:52](=[O:57])[C:50]2[CH:51]=[C:46]([C:27]3[CH:28]=[C:29]4[C:24](=[CH:25][CH:26]=3)[C:23](=[O:60])[N:22]([CH2:21][C:17]3([CH2:16][OH:15])[CH2:18][CH2:19][CH2:20]3)[CH:31]=[C:30]4[CH2:32][N:33]3[CH2:34][CH2:35][NH:36][CH2:37][CH2:38]3)[C:47]([CH3:59])=[C:48]([F:58])[CH:49]=2)[CH2:56][CH2:55]1. Reported procedure: Trifluoroacetic Acid (3 mL, 38.94 mmol) was added to a solution of tert-butyl 4-[(2-{[1-({[tert-butyl(dimethyl)silyl]oxy}methyl)cyclobutyl]methyl}-6-[5-(cyclopropylcarbamoyl)-3-fluoro-2-methylphenyl]-1-oxo-1,2-dihydroisoquinolin-4-yl)methyl]piperazine-1-carboxylate (Example 27d 0.099 g) in DCM (9 mL) at room temperature. The reaction was stirred for 30 min before azeotroping with toluene (3×10 mL). The residue was passed through SCX resin, eluting with methanol to remove impurities, and then ˜0.... Yields the product COc1ccc(C(=O)Nc2c(Cl)cncc2Cl)c2c1oc1ccc(NC(=O)NCC(=O)O)cc12. As a reaction SMILES: [CH3:40][OH:41].[Cl:1][c:2]1[cH:3][n:4][cH:5][c:6]([Cl:36])[c:7]1[NH:8][C:9](=[O:10])[c:11]1[cH:12][cH:13][c:14]([O:34][CH3:35])[c:15]2[o:16][c:17]3[c:18]([c:19]12)[cH:20][c:21]([NH:24][C:25](=[O:26])[NH:27][CH2:28][C:29](=[O:30])[O:31][CH2:32][CH3:33])[cH:22][cH:23]3.[K+:38].[OH-:37].[OH2:39]>>[Cl:1][c:2]1[cH:3][n:4][cH:5][c:6]([Cl:36])[c:7]1[NH:8][C:9](=[O:10])[c:11]1[cH:12][cH:13][c:14]([O:34][CH3:35])[c:15]2[o:16][c:17]3[c:18]([c:19]12)[cH:20][c:21]([NH:24][C:25](=[O:26])[NH:27][CH2:28][C:29](=[O:30])[OH:31])[cH:22][cH:23]3. Starting materials: CO, CCOC(=O)CNC(=O)Nc1ccc2oc3c(OC)ccc(C(=O)Nc4c(Cl)cncc4Cl)c3c2c1, [K+], [OH-], O.